From a dataset of the Open Reaction Database (ORD), a public repository of structured organic reaction records. describe an organic reaction: reactants, conditions, products, and yield Reactants: C1CCOC1 (THF), CC1(CC(CC(C1)(C)C)=O)C (3,3,5,5-tetramethylcyclohexanone), OC=1C=C(C=CC1C)C(=O)C1=CC=CC=C1 ((3-Hydroxy-4-methylphenyl)(phenyl)methanone), C1CCOC1 (THF), Cl (HCl). The reagents and catalysts are Cl[Ti](Cl)(Cl)Cl (TiCl4), [Zn] (Zn). The solvent is CCOC(=O)C (EtOAc). Conditions: time 2 hour. The product is C(C)C1=C(C=C(C=C1)C(=C1CC(CC(C1)(C)C)(C)C)C1=CC=CC=C1)O (2-Ethyl-5-[phenyl(3,3,5,5-tetramethylcyclohexylidene)methyl]phenol). RXN SMILES: [CH3:1][C:2]1([CH3:11])[CH2:7][C:6]([CH3:9])([CH3:8])[CH2:5][C:4](=O)[CH2:3]1.[OH:12][C:13]1[CH:14]=[C:15]([C:20]([C:22]2[CH:27]=[CH:26][CH:25]=[CH:24][CH:23]=2)=O)[CH:16]=[CH:17][C:18]=1[CH3:19].Cl.[CH2:29]1COCC1>CCOC(C)=O.[Zn].Cl[Ti](Cl)(Cl)Cl>[CH2:19]([C:18]1[CH:17]=[CH:16][C:15]([C:20]([C:22]2[CH:27]=[CH:26][CH:25]=[CH:24][CH:23]=2)=[C:4]2[CH2:3][C:2]([CH3:11])([CH3:1])[CH2:7][C:6]([CH3:9])([CH3:8])[CH2:5]2)=[CH:14][C:13]=1[OH:12])[CH3:29]. Procedure: To a stirred suspension of Zn powder (2.0 g, 36.0 mmol) and THF (50 mL) under N2 was added TiCl4 (6.0 g, 18.0 mmol). The resulting yellow suspension was refluxed for 1 h. A solution of 3,3,5,5-tetramethylcyclohexanone (1.6 g, 10.7 mmol) and compound 40 (1.00 g, 3.6 mmol) in THF (50 mL) was added dropwise to the refluxing reaction over 15 min. After 2 h, the reaction was cooled to RT and then poured into 150 mL 50% aqueous HCl and stirred for 30 min. The mixture was then diluted with EtOAc (150 m... The reactants are COC=1C=C(C=CC1OC)C1=[N+](C(=C(C2=CC(=C(C=C12)OC)OC)CC)C)[O-] (3,4-dimethoxyphenyl-3-methyl-4-ethyl-6,7-dimethoxy-isoquinoline N-oxide), C(C)(=O)OC(C)=O (acetic anhydride). Yields the product COC=1C=C(C=CC1OC)C1=NC(=C(C2=CC(=C(C=C12)OC)OC)CC)COC(C)=O (1-(3,4-Dimethoxyphenyl)-3-(acetoxymethyl)-4-ethyl-6,7-dimethoxy-isoquinoline). Reaction SMILES: [CH3:1][O:2][C:3]1[CH:4]=[C:5]([C:11]2[C:20]3[C:15](=[CH:16][C:17]([O:23][CH3:24])=[C:18]([O:21][CH3:22])[CH:19]=3)[C:14]([CH2:25][CH3:26])=[C:13]([CH3:27])[N+:12]=2[O-])[CH:6]=[CH:7][C:8]=1[O:9][CH3:10].[C:29]([O:32]C(=O)C)(=[O:31])[CH3:30]>>[CH3:1][O:2][C:3]1[CH:4]=[C:5]([C:11]2[C:20]3[C:15](=[CH:16][C:17]([O:23][CH3:24])=[C:18]([O:21][CH3:22])[CH:19]=3)[C:14]([CH2:25][CH3:26])=[C:13]([CH2:27][O:32][C:29](=[O:31])[CH3:30])[N:12]=2)[CH:6]=[CH:7][C:8]=1[O:9][CH3:10]. Procedure: 421.5 g (1.1 M) of 1-(3,4-dimethoxyphenyl-3-methyl-4-ethyl-6,7-dimethoxy-isoquinoline N-oxide and 1.1 liters of acetic anhydride are refluxed for 2.5 hours, then the solution is evaporated at reduced pressure. The residue is recrystallized first from 1.2 liters of 99% ethanol, then the resulting product (414.5 g, m. p. 115° to 120° C.) is repeatedly recrystallized from one liter of 99% ethanol. Yield 393.7 g (84.1%), m.p. 129° to 131° C. The reactants are NCCCNc1nsc2ccc(Br)cc12, CC(=O)O[BH-](OC(C)=O)OC(C)=O, COc1ccc(-c2ccc(C=O)cc2)cc1, CC(=O)O, CCOC(C)=O, ClCCCl, [Na+]. Yields the product COc1ccc(-c2ccc(CNCCCNc3nsc4ccc(Br)cc34)cc2)cc1. RXN SMILES: [Br:1][c:2]1[cH:3][cH:4][c:5]2[c:6]([c:7]([NH:10][CH2:11][CH2:12][CH2:13][NH2:14])[n:8][s:9]2)[cH:15]1.[C:32]([O:33][BH-:34]([O:35][C:36](=[O:37])[CH3:38])[O:39][C:40](=[O:41])[CH3:42])(=[O:43])[CH3:44].[CH3:16][O:17][c:18]1[cH:19][cH:20][c:21](-[c:24]2[cH:25][cH:26][c:27]([CH:30]=[O:31])[cH:28][cH:29]2)[cH:22][cH:23]1.[CH3:46][C:47](=[O:48])[OH:49].[CH3:54][CH2:55][O:56][C:57](=[O:58])[CH3:59].[Cl:50][CH2:51][CH2:52][Cl:53].[Na+:45]>>[Br:1][c:2]1[cH:3][cH:4][c:5]2[c:6]([c:7]([NH:10][CH2:11][CH2:12][CH2:13][NH:14][CH2:30][c:27]3[cH:26][cH:25][c:24](-[c:21]4[cH:20][cH:19][c:18]([O:17][CH3:16])[cH:23][cH:22]4)[cH:29][cH:28]3)[n:8][s:9]2)[cH:15]1.